From a dataset of the Open Reaction Database (ORD), a public repository of structured organic reaction records. describe an organic reaction: reactants, conditions, products, and yield Reactants: C1(CC1)C1=CC(=NC(=N1)C=1SC=CC1)O (6-Cyclopropyl-2-(thiophen-2-yl)pyrimidin-4-ol), S(O)(=O)(=O)Cl (sulfurochloridic acid), ice water. The product is crude product, C1(CC1)C1=NC(=NC(=C1)O)C1=CC=C(S1)S(=O)(=O)Cl (5-(4-cyclopropyl-6-hydroxypyrimidin-2-yl)thiophene-2-sulfonyl chloride). Reaction SMILES: [CH:1]1([C:4]2[N:9]=[C:8]([C:10]3[S:11][CH:12]=[CH:13][CH:14]=3)[N:7]=[C:6]([OH:15])[CH:5]=2)[CH2:3][CH2:2]1.[S:16]([Cl:20])(=O)(=[O:18])[OH:17]>>[CH:1]1([C:4]2[CH:5]=[C:6]([OH:15])[N:7]=[C:8]([C:10]3[S:11][C:12]([S:16]([Cl:20])(=[O:18])=[O:17])=[CH:13][CH:14]=3)[N:9]=2)[CH2:3][CH2:2]1. Procedure details: 6-Cyclopropyl-2-(thiophen-2-yl)pyrimidin-4-ol (2.5 g, 11.46 mmol) in sulfurochloridic acid (30 mL) was stirred at rt for 7 days. The solution was poured into ice-water while stirring vigorously. The mixture was maintained below 25° C. during the quenching, the reaction mixture was extracted with EA (3) and the combined organic layers were washed (cold water), dried (Na2SO4) and concentrated to provide the crude product 5-(4-cyclopropyl-6-hydroxypyrimidin-2-yl)thiophene-2-sulfonyl chloride which ...